Dataset: the Open Reaction Database (ORD), a public repository of structured organic reaction records. Task: describe an organic reaction: reactants, conditions, products, and yield The reactants are [H-].[Al+3].[Li+].[H-].[H-].[H-] (lithium aluminium hydride), ClC1=C(C(=O)Cl)C(=CC(=C1)Cl)Cl (2,4,6-trichlorobenzoyl chloride), O (water), [OH-].[Na+] (NaOH), O (water). Solvent: C1CCOC1 (THF). Conditions: time 1 hour. Yields the product ClC1=C(CO)C(=CC(=C1)Cl)Cl (2,4,6-Trichlorobenzylalcohol). Isolated yield 69.9%. Reaction SMILES: [H-].[Al+3].[Li+].[H-].[H-].[H-].[Cl:7][C:8]1[CH:16]=[C:15]([Cl:17])[CH:14]=[C:13]([Cl:18])[C:9]=1[C:10](Cl)=[O:11].O.[OH-].[Na+]>C1COCC1>[Cl:7][C:8]1[CH:16]=[C:15]([Cl:17])[CH:14]=[C:13]([Cl:18])[C:9]=1[CH2:10][OH:11] |f:0.1.2.3.4.5,8.9|. Procedure: A solution of lithium aluminium hydride (1M in THF, 18 ml, 18 mmol) was added to a solution of 2,4,6-trichlorobenzoyl chloride (4.35 g, 17.8 mmol ) in THF (70 ml) at 0°. After 1 h, water (685 μl), aqueous NaOH (3M, 685 μl) and water (2.06 ml) were added. The mixture was stirred vigorously for 1 h, the precipitate filtered off and the filtrate evaporated in vacuo to give a yellow solid. Recrystallisation from diisopropylether gave the title compound as white needles (2.63 g, 70%), m.p. 100-101°. ... The reactants are [OH-].[Na+] (sodium hydroxide), 24.5, ClC1=C(C=CC(=C1)Cl)C(C(=O)OC)C(C)C (methyl 2,4-dichloro-α-(1-methylethyl)benzeneacetate), O(CC)CC (1,1'-oxybisethane), O(CC)CC (1,1'-oxybisethane), [H-].[Al+3].[Li+].[H-].[H-].[H-] (lithium aluminium hydride). The solvent is O (water). Reaction conditions: time 8 hour. The product is 20.5, ClC1=C(C=CC(=C1)Cl)C(CO)C(C)C (2,4-dichloro-β-(1-methylethyl)benzeneethanol). The yield is 93.5%. Reaction SMILES: O(CC)CC.[H-].[Al+3].[Li+].[H-].[H-].[H-].[Cl:12][C:13]1[CH:18]=[C:17]([Cl:19])[CH:16]=[CH:15][C:14]=1[CH:20]([CH:25]([CH3:27])[CH3:26])[C:21](OC)=[O:22].[OH-].[Na+]>O>[Cl:12][C:13]1[CH:18]=[C:17]([Cl:19])[CH:16]=[CH:15][C:14]=1[CH:20]([CH:25]([CH3:27])[CH3:26])[CH2:21][OH:22] |f:1.2.3.4.5.6,8.9|. Procedure details: To 140 parts of 1,1'-oxybisethane are added 3 parts of lithium aluminium hydride. Then there is added dropwise a solution of 24.5 parts of methyl 2,4-dichloro-α-(1-methylethyl)benzeneacetate in 35 parts of 1,1'-oxybisethane while cooling in a water-bath. Upon completion, stirring is continued overnight at room temperature. There are added dropwise successively 3 parts of a sodium hydroxide solution 50% and 1 part of water, and the whole is stirred for one hour at room temperature. The mixture is... Reactants: COC(=O)c1ccccc1N, CCOC(OCC)OCC, CN(C)C=O, Nc1nnn[nH]1. Product: COC(=O)c1ccccc1N=CNc1nnn[nH]1. Reaction SMILES: [C:17]([c:18]1[c:19]([NH2:20])[cH:21][cH:22][cH:23][cH:24]1)(=[O:25])[O:26][CH3:27].[CH2:7]([O:8][CH:9]([O:10][CH2:11][CH3:12])[O:13][CH2:14][CH3:15])[CH3:16].[CH3:28][N:29]([CH3:30])[CH:31]=[O:32].[NH2:1][c:2]1[n:3][n:4][n:5][nH:6]1>>[NH:1]([c:2]1[nH:3][n:4][n:5][n:6]1)[CH:7]=[N:20][c:19]1[c:18]([C:17](=[O:25])[O:26][CH3:27])[cH:24][cH:23][cH:22][cH:21]1. Reaction SMILES: [C:1]1([O:7][CH3:8])[CH:6]=[CH:5][CH:4]=[CH:3][CH:2]=1.[CH2:9]([C:13]1[CH:21]=[CH:20][C:16]([C:17](Cl)=[O:18])=[CH:15][CH:14]=1)[CH2:10][CH2:11][CH3:12].FC(F)(F)S([O-])(=O)=O.[Yb+3].FC(F)(F)S([O-])(=O)=O.FC(F)(F)S([O-])(=O)=O>[N+](C)([O-])=O>[CH3:8][O:7][C:1]1[CH:6]=[CH:5][C:4]([C:17]([C:16]2[CH:20]=[CH:21][C:13]([CH2:9][CH2:10][CH2:11][CH3:12])=[CH:14][CH:15]=2)=[O:18])=[CH:3][CH:2]=1 |f:2.3.4.5|. Reported procedure: To commercially available nitromethane (10 ml) were added commercially available anisole (1.081 g), commercially available 4-(n-butyl)benzoyl chloride (1.967 g) and commercially available ytterbium(III) trifluoromethanesulfonate (620 mg), and the admixture was stirred at 60° C. for 6 hours. The reaction mixture was treated in the same manner as described in Example 120 to obtain 863 mg of the title compound (yield: 32%). Reactants: C1(=CC=CC=C1)OC (anisole), C(CCC)C1=CC=C(C(=O)Cl)C=C1 (4-(n-butyl)benzoyl chloride), FC(S(=O)(=O)[O-])(F)F.[Yb+3].FC(S(=O)(=O)[O-])(F)F.FC(S(=O)(=O)[O-])(F)F (ytterbium(III) trifluoromethanesulfonate). Yield: 32.2%. The product is COC1=CC=C(C=C1)C(=O)C1=CC=C(C=C1)CCCC (4-n-Butylphenyl 4-methoxyphenyl ketone). Solvent: [N+](=O)([O-])C (nitromethane). Reaction conditions: temperature 60 celsius, time 6 hour. RXN SMILES: [Cl:1][C:2]1[C:16]([CH3:17])=[CH:15][CH:14]=[CH:13][C:3]=1[NH:4][C:5](=O)[C:6]1[CH:11]=[CH:10][CH:9]=[CH:8][CH:7]=1.COC1C=CC(P2(SP(C3C=CC(OC)=CC=3)(=S)S2)=[S:27])=CC=1>C1(C)C=CC=CC=1>[Cl:1][C:2]1[C:16]([CH3:17])=[CH:15][CH:14]=[CH:13][C:3]=1[NH:4][C:5](=[S:27])[C:6]1[CH:11]=[CH:10][CH:9]=[CH:8][CH:7]=1. Yields the product ClC1=C(NC(C2=CC=CC=C2)=S)C=CC=C1C (2'-Chloro-3'-methyl-thiobenzanilide). Procedure details: 98 g (0.4 mol) of the compound from Example V and 162 g (0.4 mol) of Lawesson's reagent were boiled in 1 l of toluene overnight, and the mixture was concentrated and purified on SiO2 (cyclohexane/ethyl acetate=8:2) Reactants: ClC1=C(NC(C2=CC=CC=C2)=O)C=CC=C1C (2'-Chloro-3'-methyl-benzanilide), COC=1C=CC(=CC1)P2(=S)SP(=S)(S2)C=3C=CC(=CC3)OC (Lawesson's reagent). Run in C1(=CC=CC=C1)C (toluene). The reactants are CC(C)(C)O, CC(C)(C)[O-], O=[N+]([O-])c1ccc(Cl)nc1, [K+]. The product is CC(C)(C)Oc1ccc([N+](=O)[O-])cn1. As a reaction SMILES: [CH3:17][C:18]([OH:19])([CH3:20])[CH3:21].[CH3:1][C:2]([CH3:3])([O-:4])[CH3:5].[Cl:7][c:8]1[n:9][cH:10][c:11]([N+:14](=[O:15])[O-:16])[cH:12][cH:13]1.[K+:6]>>[CH3:1][C:2]([CH3:3])([O:4][c:8]1[n:9][cH:10][c:11]([N+:14](=[O:15])[O-:16])[cH:12][cH:13]1)[CH3:5]. Starting materials: CN(C)C=CC(=O)c1cccc(NC(=O)C2CC2)c1, CI, CN(C)C=O, [H-], [Na+]. Product: CN(C)C=CC(=O)c1cccc(N(C)C(=O)C2CC2)c1. RXN SMILES: [CH3:1][N:2]([CH:3]=[CH:4][C:5](=[O:6])[c:7]1[cH:8][c:9]([NH:13][C:14](=[O:15])[CH:16]2[CH2:17][CH2:18]2)[cH:10][cH:11][cH:12]1)[CH3:19].[CH3:22][I:23].[CH3:24][N:25]([CH3:26])[CH:27]=[O:28].[H-:20].[Na+:21]>>[CH3:1][N:2]([CH:3]=[CH:4][C:5](=[O:6])[c:7]1[cH:8][c:9]([N:13]([C:14](=[O:15])[CH:16]2[CH2:17][CH2:18]2)[CH3:22])[cH:10][cH:11][cH:12]1)[CH3:19].